From a dataset of the Open Reaction Database (ORD), a public repository of structured organic reaction records. describe an organic reaction: reactants, conditions, products, and yield Reactants: O=C1C2=CC=CC=C2C=2C=CC(=CC12)C(=O)O (9-oxo-2-fluorene carboxylic acid), C1(=CC=CC=C1)C (toluene), S(=O)(Cl)Cl (thionyl chloride), C1(=CC=CC=C1)C (toluene), Cl.Cl.COC=1C=C(CN2CCNCC2)C=C(C1OC)OC (1-(3,4,5-trimethoxybenzyl)piperazine dihydrochloride). The solvent is CN(C=O)C (N,N-dimethylformamide), C(C)N(CC)CC (triethylamine), O (water). Reaction conditions: time 30 minute. The product is O=C1C2=CC=CC=C2C=2C=CC(=CC12)C(=O)N1CCN(CC1)CC1=CC(=C(C(=C1)OC)OC)OC (1-(9-oxo-2-fluorenylcarbonyl)-4-(3,4,5-trimethoxybenzyl)piperazine). The yield is 52.2%. RXN SMILES: [O:1]=[C:2]1[C:14]2[CH:13]=[C:12]([C:15](O)=[O:16])[CH:11]=[CH:10][C:9]=2[C:8]2[C:3]1=[CH:4][CH:5]=[CH:6][CH:7]=2.C1(C)C=CC=CC=1.S(Cl)(Cl)=O.Cl.Cl.[CH3:31][O:32][C:33]1[CH:34]=[C:35]([CH:43]=[C:44]([O:48][CH3:49])[C:45]=1[O:46][CH3:47])[CH2:36][N:37]1[CH2:42][CH2:41][NH:40][CH2:39][CH2:38]1>O.CN(C)C=O.C(N(CC)CC)C>[O:1]=[C:2]1[C:14]2[CH:13]=[C:12]([C:15]([N:40]3[CH2:41][CH2:42][N:37]([CH2:36][C:35]4[CH:34]=[C:33]([O:32][CH3:31])[C:45]([O:46][CH3:47])=[C:44]([O:48][CH3:49])[CH:43]=4)[CH2:38][CH2:39]3)=[O:16])[CH:11]=[CH:10][C:9]=2[C:8]2[C:3]1=[CH:4][CH:5]=[CH:6][CH:7]=2 |f:3.4.5|. Reported procedure: A mixture of 9-oxo-2-fluorene carboxylic acid (1 g), toluene (10 ml), and thionyl chloride (3 ml) is heated for one hour under reflux. The mixture is evaporated to dryness. To the residue is added toluene (10 ml), and the mixture is again evaporated to dryness. Thus-obtained yellow powder is mixed with toluene (50 ml), and the mixture is added to a mixture of 1-(3,4,5-trimethoxybenzyl)piperazine dihydrochloride (1.8 g), triethylamine (4.3 g) and N,N-dimethylformamide (20 ml). The resulting mixtu... The reactants are BrB(Br)Br, COc1ccc2c(Oc3ccc(C=CC(=O)O)cc3)c(-c3ccccc3)c(C(C)C)cc2c1, ClCCl. The product is CC(C)c1cc2cc(O)ccc2c(Oc2ccc(C=CC(=O)O)cc2)c1-c1ccccc1. Reaction SMILES: [B:34]([Br:35])([Br:36])[Br:37].[CH3:1][CH:2]([CH3:3])[c:4]1[c:5](-[c:28]2[cH:29][cH:30][cH:31][cH:32][cH:33]2)[c:6]([O:16][c:17]2[cH:18][cH:19][c:20]([CH:23]=[CH:24][C:25](=[O:26])[OH:27])[cH:21][cH:22]2)[c:7]2[cH:8][cH:9][c:10]([O:14][CH3:15])[cH:11][c:12]2[cH:13]1.[Cl:38][CH2:39][Cl:40]>>[CH3:1][CH:2]([CH3:3])[c:4]1[c:5](-[c:28]2[cH:29][cH:30][cH:31][cH:32][cH:33]2)[c:6]([O:16][c:17]2[cH:18][cH:19][c:20]([CH:23]=[CH:24][C:25](=[O:26])[OH:27])[cH:21][cH:22]2)[c:7]2[cH:8][cH:9][c:10]([OH:14])[cH:11][c:12]2[cH:13]1.